The task is: describe an organic reaction: reactants, conditions, products, and yield. This data is from the Open Reaction Database (ORD), a public repository of structured organic reaction records. Procedure: To a DMF solution (50 ml) of ethyl 7-(2,6-dichloro-4-trifluoromethylphenoxy)-2-methyl-3,4-dihydro-3-oxo-2H-1,4-benzoxazine-2-carboxylate (Compound 3) (1.5 g) was added 60% sodium hydride (0.2 g), and the mixture was stirred for one hour. Then, while cooling in a dry ice-acetone bath, chlorodifluoromethane gas was introduced for one hour, and the mixture then stirred for 2 days and nights. Thereafter, water (50 ml) was added and the mixture was extracted twice with ethyl acetate (50 ml), and the ... Reactants: CN(C)C=O (DMF), ClC1=C(OC2=CC3=C(NC(C(O3)(C(=O)OCC)C)=O)C=C2)C(=CC(=C1)C(F)(F)F)Cl (ethyl 7-(2,6-dichloro-4-trifluoromethylphenoxy)-2-methyl-3,4-dihydro-3-oxo-2H-1,4-benzoxazine-2-carboxylate), ClC1=C(OC2=CC3=C(NC(C(O3)(C(=O)OCC)C)=O)C=C2)C(=CC(=C1)C(F)(F)F)Cl (ethyl 7-(2,6-dichloro-4-trifluoromethylphenoxy)-2-methyl-3,4-dihydro-3-oxo-2H-1,4-benzoxazine-2-carboxylate), [H-].[Na+] (sodium hydride), ClC(F)F (chlorodifluoromethane). The product is ClC1(C(OC2=CC3=C(N(C(C(O3)C(=O)OCC)=O)C(F)F)C=C2)C(=CC(=C1)C(F)(F)F)Cl)C (Ethyl 7-(2,6-dichlor-2-methyl-4-trifluoromethylphenoxy)-4-difluoromethyl-3,4-dihydro-3-oxo-2H-1,4-benzoxazine-2-carboxylate). Reaction conditions: time 1 hour. As a reaction SMILES: [CH3:1]N(C=O)C.[Cl:6][C:7]1[CH:30]=[C:29]([C:31]([F:34])([F:33])[F:32])[CH:28]=[C:27]([Cl:35])[C:8]=1[O:9][C:10]1[CH:26]=[CH:25][C:13]2[NH:14][C:15](=[O:24])[C:16](C)([C:18]([O:20][CH2:21][CH3:22])=[O:19])[O:17][C:12]=2[CH:11]=1.[H-].[Na+].Cl[CH:39]([F:41])[F:40]>O>[Cl:6][C:7]1([CH3:1])[CH:30]=[C:29]([C:31]([F:32])([F:33])[F:34])[CH:28]=[C:27]([Cl:35])[CH:8]1[O:9][C:10]1[CH:26]=[CH:25][C:13]2[N:14]([CH:39]([F:41])[F:40])[C:15](=[O:24])[CH:16]([C:18]([O:20][CH2:21][CH3:22])=[O:19])[O:17][C:12]=2[CH:11]=1 |f:2.3|. The solvent is O (water).